This data is from the Open Reaction Database (ORD), a public repository of structured organic reaction records. The task is: describe an organic reaction: reactants, conditions, products, and yield Solvent: C(CCl)Cl (dichloroethylene). Procedure details: The resulting polymer solution has a solids content of about 38.5-40.5 and a relative viscosity of about 1.17-1.20, measured at 25° C. on a 0.5% polymer solids solution using dichloroethylene solvent. The polymer contains about 78% methyl methacrylate, 15% ethyl acrylate, and 7% t-butylaminoethyl methacrylate. The reactants are polymer, C(C(=C)C)(=O)OCCNC(C)(C)C (t-butylaminoethyl methacrylate), C(C(=C)C)(=O)OC (methyl methacrylate), C(C=C)(=O)OCC (ethyl acrylate). As a reaction SMILES: [C:1]([O:6][CH3:7])(=[O:5])[C:2]([CH3:4])=[CH2:3].[C:8]([O:12][CH2:13][CH3:14])(=[O:11])[CH:9]=[CH2:10].[C:15]([O:20][CH2:21][CH2:22][NH:23][C:24]([CH3:27])([CH3:26])[CH3:25])(=[O:19])[C:16]([CH3:18])=[CH2:17]>C(Cl)CCl>[C:1]([O:6][CH3:7])(=[O:5])[C:2]([CH3:4])=[CH2:3].[C:8]([O:12][CH2:13][CH3:14])(=[O:11])[CH:9]=[CH2:10].[C:15]([O:20][CH2:21][CH2:22][NH:23][C:24]([CH3:27])([CH3:26])[CH3:25])(=[O:19])[C:16]([CH3:18])=[CH2:17] |f:4.5.6|. Yields the product C(C(=C)C)(=O)OC.C(C=C)(=O)OCC.C(C(=C)C)(=O)OCCNC(C)(C)C (methyl methacrylate ethyl acrylate t-butylaminoethyl methacrylate). Reactants: C1=C(C=CC2=CC=CC=C12)O (2-naphthol), NC1=CC=C(C=C1)O (4-aminophenol), S([O-])(O)=O.[Na+] (sodium bisulfite). Solvent: O (H2O), O (H2O). Yields the product C1=C(C=CC2=CC=CC=C12)NC1=CC=C(C=C1)O (4-(2-Naphthalenylamino)phenol). The yield is 70.4%. As a reaction SMILES: [CH:1]1[C:10]2[C:5](=[CH:6][CH:7]=[CH:8][CH:9]=2)[CH:4]=[CH:3][C:2]=1O.[NH2:12][C:13]1[CH:18]=[CH:17][C:16]([OH:19])=[CH:15][CH:14]=1.S(=O)(O)[O-].[Na+]>O>[CH:1]1[C:10]2[C:5](=[CH:6][CH:7]=[CH:8][CH:9]=2)[CH:4]=[CH:3][C:2]=1[NH:12][C:13]1[CH:18]=[CH:17][C:16]([OH:19])=[CH:15][CH:14]=1 |f:2.3|. Procedure details: A mixture of 1.00 g (6.94 mmol, Aldrich) of 2-naphthol, 1.01 g (9.26 mmol, Aldrich) of 4-aminophenol, and 5.2 g (50 mmol, Aldrich) of sodium bisulfite in 30 ml of H2O was refluxed for 36 hours. The reaction mixture was cooled, added to 50 ml of H2O and extracted with 50 ml of hot ethyl acetate. The organic layer was separated, washed with an additional 50 ml of H2O, dried (MgSO4) and concentrated in vacuo to give a solid. The crude solid was purified by flash chromatography (15×5.0 cm, 1:4 EtOAc... The reactants are Cl.NO (Hydroxylamine hydrochloride), COC1=C(C(=O)C2=C(C=CC=C2)OC)C=CC(=C1)OC (2,2′,4-tri-methoxybenzophenone). Run in C(C)O (ethanol), N1=CC=CC=C1 (pyridine). The product is COC1=C(C(C2=C(C=CC=C2)OC)=NO)C=CC(=C1)OC (2,2′,4-Trimethoxybenzophenone oxime). Reaction SMILES: Cl.[NH2:2][OH:3].[CH3:4][O:5][C:6]1[CH:21]=[C:20]([O:22][CH3:23])[CH:19]=[CH:18][C:7]=1[C:8]([C:10]1[CH:15]=[CH:14][CH:13]=[CH:12][C:11]=1[O:16][CH3:17])=O>C(O)C.N1C=CC=CC=1>[CH3:4][O:5][C:6]1[CH:21]=[C:20]([O:22][CH3:23])[CH:19]=[CH:18][C:7]=1[C:8](=[N:2][OH:3])[C:10]1[CH:15]=[CH:14][CH:13]=[CH:12][C:11]=1[O:16][CH3:17] |f:0.1|. Reported procedure: Hydroxylamine hydrochloride (4.98 g, 71.7 mmol) is added to a solution of 2,2′,4-tri-methoxybenzophenone (J. Org. Chem. 1996, 61, 6326; 6.5 g, 23.9 mmol) in ethanol (50 ml) and pyridine (10 ml). The mixture is heated at reflux for 2 hours and the solvent evaporated. The residue is partitioned between dichloromethane and 2 M aqueous HCl and the organic phase is washed with water, brine, dried (MgSO4) and evaporated to afford the title compound.